From a dataset of the Open Reaction Database (ORD), a public repository of structured organic reaction records. describe an organic reaction: reactants, conditions, products, and yield Starting materials: C1=CC(=CC=C1C(=O)CN)Br.Cl (2-amino-4-bromoacetophenone hydrochloride), C(C)(=O)[O-].[Na+] (sodium acetate), C(C)(=O)O (acetic acid), N=C(C(=O)OCC)SC (ethyl 2-imino-2-(methylthio)acetate), C(=O)(O)[O-].[Na+] (NaHCO3). The solvent is O1CCOCC1 (dioxane). Run at temperature 95 celsius, time 8 hour. The product is BrC1=CC=C(C=C1)C=1N=C(NC1)C(=O)OCC (ethyl 4-(4-bromophenyl)-1H-imidazole-2-carboxylate). Yield: 74.8%. Reaction SMILES: [CH:1]1[C:6]([C:7]([CH2:9][NH2:10])=O)=[CH:5][CH:4]=[C:3]([Br:11])[CH:2]=1.Cl.C([O-])(=O)C.[Na+].C(O)(=O)C.[NH:22]=[C:23](SC)[C:24]([O:26][CH2:27][CH3:28])=[O:25].C([O-])(O)=O.[Na+]>O1CCOCC1>[Br:11][C:3]1[CH:4]=[CH:5][C:6]([C:7]2[N:22]=[C:23]([C:24]([O:26][CH2:27][CH3:28])=[O:25])[NH:10][CH:9]=2)=[CH:1][CH:2]=1 |f:0.1,2.3,6.7|. Procedure: A mixture of 2-amino-4-bromoacetophenone hydrochloride (4.0 g, 16.0 mmol), sodium acetate (6.1 g, 90.0 mmol), acetic acid (4.6 mL, 80.0 mmol) and ethyl 2-imino-2-(methylthio)acetate (7.7 g, 32.0 mmol) in dioxane (40 mL) was stirred at 95° C. overnight. The reaction mixture was carefully neutralized with saturated NaHCO3 solution and extracted with ethyl acetate. The organic solution was dried over sodium sulfate and concentrated. Purification by silica gel column chromatography (ethyl acetate:he... The reactants are N(=O)[O-].[Na+] (sodium nitrite), NC1=CC=C(C=C1)CNS(=O)(=O)C (N-[(4-aminophenyl)methyl]methanesulfonamide), Cl (hydrochloric acid), Cl (hydrochloric acid). Run in O (water), O (water). Run at temperature -55 celsius. The product is stannous chloride dihydrate, Cl.N(N)C1=CC=C(C=C1)CNS(=O)(=O)C (N-[(4-hydrazinylphenyl)methyl]methanesulfonamide hydrochloride). The yield is 100.0%. RXN SMILES: [NH2:1][C:2]1[CH:7]=[CH:6][C:5]([CH2:8][NH:9][S:10]([CH3:13])(=[O:12])=[O:11])=[CH:4][CH:3]=1.[N:14]([O-])=O.[Na+].[ClH:18]>O>[ClH:18].[NH:1]([C:2]1[CH:7]=[CH:6][C:5]([CH2:8][NH:9][S:10]([CH3:13])(=[O:12])=[O:11])=[CH:4][CH:3]=1)[NH2:14] |f:1.2,5.6|. Procedure details: To a suspension of 18.0 g (89.9 mmol, 1.0 equiv.) of N-[(4-aminophenyl)methyl]methanesulfonamide in 85 ml of water and 175 mL of concentrated aqueous hydrochloric acid at 0° C. was added a solution of 6.21 g (89.9 mmol, 1.0 equiv.) of sodium nitrite in 85 mL of water. The reaction mixture was stirred for fifteen minutes. Meanwhile a solution of 101.6 g of stannous chloride dihydrate in 175 mL of concentrated aqueous hydrochloric acid was prepared and cooled to -55° C. The solution of the diazoni... Reactants: FC=1C=C(C=CC1OC)C1=CC(=NN1C1=CC=C(C=C1)SC)C(F)(F)F (5-(3-fluoro-4-methoxyphenyl)-1-(4-methylsulfanylphenyl)-3-trifluoromethyl-1H-pyrazole), ClC1=CC(=CC=C1)C(=O)OO (m-chloroperbenzoic acid). The solvent is C(Cl)(Cl)Cl (chloroform), C(Cl)(Cl)Cl (chloroform). Reaction conditions: time 1 hour. Yields the product FC=1C=C(C=CC1OC)C1=CC(=NN1C1=CC=C(C=C1)S(=O)C)C(F)(F)F (5-(3-Fluoro-4-methoxyphenyl)-1-(4-methylsulfinylphenyl)-3-trifluoromethyl-1H-pyrazole). Isolated yield 72.9%. As a reaction SMILES: [F:1][C:2]1[CH:3]=[C:4]([C:10]2[N:14]([C:15]3[CH:20]=[CH:19][C:18]([S:21][CH3:22])=[CH:17][CH:16]=3)[N:13]=[C:12]([C:23]([F:26])([F:25])[F:24])[CH:11]=2)[CH:5]=[CH:6][C:7]=1[O:8][CH3:9].ClC1C=CC=C(C(OO)=[O:35])C=1>C(Cl)(Cl)Cl>[F:1][C:2]1[CH:3]=[C:4]([C:10]2[N:14]([C:15]3[CH:16]=[CH:17][C:18]([S:21]([CH3:22])=[O:35])=[CH:19][CH:20]=3)[N:13]=[C:12]([C:23]([F:26])([F:24])[F:25])[CH:11]=2)[CH:5]=[CH:6][C:7]=1[O:8][CH3:9]. Procedure details: To a solution of 5-(3-fluoro-4-methoxyphenyl)-1-(4-methylsulfanylphenyl)-3-trifluoromethyl-1H-pyrazole (compound No. 14) (790 mg) in chloroform (25 mL), m-chloroperbenzoic acid (55-75%, 464 mg) was added in one portion at −40° C. and stirred at the same temperature for one hour. The reaction mixture was diluted with chloroform (50 mL), washed with saturated solution of aqueous sodium bicarbonate (30 mL), water (2×30 mL), dried over calcium chloride and evaporated under reduced pressure. The prod... The reactants are ClC=1C=C(C=CC1F)N1N=C(C=C1C1=CC(=NC=C1)Cl)C(=O)O (1-(3-Chloro-4-fluorophenyl)-5-(2-chloropyridin-4-yl)-1H-pyrazole-3-carboxylic acid), ClC=1C=C(C=C(C1)F)C1=CC(=NN1C=1C=NC=CC1)C(=O)N1CC(NCC1)=O (4-{[5-(3-Chloro-5-fluorophenyl)-1-(pyridin-3-yl)-1H-pyrazol-3-yl]carbonyl}piperazin-2-one), O=C1NCCNC1 (2-oxopiperazine). Yields the product ClC=1C=C(C=CC1F)N1N=C(C=C1C1=CC(=NC=C1)Cl)C(=O)N1CC(NCC1)=O (4-{[1-(3-Chloro-4-fluorophenyl)-5-(2-chloropyridin-4-yl)-1H-pyrazol-3-yl]carbonyl}piperazin-2-one). As a reaction SMILES: [Cl:1][C:2]1[CH:3]=[C:4]([N:9]2[C:13]([C:14]3[CH:19]=[CH:18][N:17]=[C:16]([Cl:20])[CH:15]=3)=[CH:12][C:11]([C:21](O)=[O:22])=[N:10]2)[CH:5]=[CH:6][C:7]=1[F:8].ClC1C=C(C2N(C3C=NC=CC=3)N=C(C([N:45]3[CH2:50][CH2:49][NH:48][C:47](=[O:51])[CH2:46]3)=O)C=2)C=C(F)C=1.O=C1CNCCN1>>[Cl:1][C:2]1[CH:3]=[C:4]([N:9]2[C:13]([C:14]3[CH:19]=[CH:18][N:17]=[C:16]([Cl:20])[CH:15]=3)=[CH:12][C:11]([C:21]([N:45]3[CH2:50][CH2:49][NH:48][C:47](=[O:51])[CH2:46]3)=[O:22])=[N:10]2)[CH:5]=[CH:6][C:7]=1[F:8]. Procedure details: 100 mg (0.28 mmol) of the compound of Example 68A is reacted analogously to the synthesis of the compound of Example 4 with 30 mg (0.30 mmol) of 2-oxopiperazine. 111 mg (90% of theory) of the title compound is obtained. Reactants: CCOC(=O)c1cn(-c2ccc(F)cc2F)c2nc(Cl)c(F)cc2c1=O, Cl. The product is O=C(O)c1cn(-c2ccc(F)cc2F)c2nc(Cl)c(F)cc2c1=O. RXN SMILES: [Cl:1][c:2]1[c:3]([F:26])[cH:4][c:5]2[c:6](=[O:25])[c:7]([C:20](=[O:21])[O:22][CH2:23][CH3:24])[cH:8][n:9](-[c:12]3[c:13]([F:19])[cH:14][c:15]([F:18])[cH:16][cH:17]3)[c:10]2[n:11]1.[ClH:27]>>[Cl:1][c:2]1[c:3]([F:26])[cH:4][c:5]2[c:6](=[O:25])[c:7]([C:20](=[O:21])[OH:22])[cH:8][n:9](-[c:12]3[c:13]([F:19])[cH:14][c:15]([F:18])[cH:16][cH:17]3)[c:10]2[n:11]1. Reactants: C(C)(C)(C)OC(=O)N1CCN(CC1)C(CC1CCCCC1)C#N (4-(1-cyano-2-cyclohexyl-ethyl)-piperazine-1-carboxylic acid tert-butyl ester), C1(CCCCC1)C[Mg]Br (cyclohexylmethylmagnesium bromide). The solvent is C1CCOC1 (THF). Yields the product C(C)(C)(C)OC(=O)N1CCN(CC1)C(CC1CCCCC1)CC1CCCCC1 (4-(2-Cyclohexyl-1-cyclohexylmethyl-ethyl)-piperazine-1-carboxylic acid tert-butyl ester). Isolated yield 46.0%. Reaction SMILES: [C:1]([O:5][C:6]([N:8]1[CH2:13][CH2:12][N:11]([CH:14]([C:22]#N)[CH2:15][CH:16]2[CH2:21][CH2:20][CH2:19][CH2:18][CH2:17]2)[CH2:10][CH2:9]1)=[O:7])([CH3:4])([CH3:3])[CH3:2].[CH:24]1(C[Mg]Br)[CH2:29][CH2:28][CH2:27][CH2:26][CH2:25]1>C1COCC1>[C:1]([O:5][C:6]([N:8]1[CH2:9][CH2:10][N:11]([CH:14]([CH2:15][CH:16]2[CH2:21][CH2:20][CH2:19][CH2:18][CH2:17]2)[CH2:22][CH:24]2[CH2:29][CH2:28][CH2:27][CH2:26][CH2:25]2)[CH2:12][CH2:13]1)=[O:7])([CH3:4])([CH3:3])[CH3:2]. Reported procedure: A solution of 4-(1-cyano-2-cyclohexyl-ethyl)-piperazine-1-carboxylic acid tert-butyl ester (1.81, 5.65 mmol) in THF (20 mL) and cyclohexylmethylmagnesium bromide (1.51 g, 22.60 mmol, 0.4 M in Et2O) was stirred at 23° C. for 24 h. The reaction was quenched with EtOAc and washed with brine, dried (Na2SO4), and evaporated. Final purification by flash chromatography (hexane-EtOAc 15:1) afforded 1020 mg of the title compound. MS m/z 393.3 (M++1).